This data is from the Open Reaction Database (ORD), a public repository of structured organic reaction records. The task is: describe an organic reaction: reactants, conditions, products, and yield Reactants: CC=1C(=NC(=NC1C)Cl)N1C(C2=CC=CC=C2CC1)C (5,6-dimethyl-2-chloro4-(1-methyl-1,2,3,4-tetrahydroisoquinolin-2-yl)pyrimidine), FC1=C(N)C=CC(=C1)F (2,4-difluoroaniline). The solvent is C(C)(=O)OCC (ethyl acetate), CS(=O)C (dimethyl sulfoxide). Run at temperature 120 celsius, time 2 hour. Product: Cl.CC=1C(=NC(=NC1C)NC1=C(C=C(C=C1)F)F)N1C(C2=CC=CC=C2CC1)C (5,6-dimethyl-2-(2,4-difluorophenylamino)-4-(1-methyl-1,2,3,4-tetrahydroisoquinolin-2-yl)pyrimidine hydrochloride). The yield is 17.3%. As a reaction SMILES: [CH3:1][C:2]1[C:3]([N:10]2[CH2:19][CH2:18][C:17]3[C:12](=[CH:13][CH:14]=[CH:15][CH:16]=3)[CH:11]2[CH3:20])=[N:4][C:5]([Cl:9])=[N:6][C:7]=1[CH3:8].[F:21][C:22]1[CH:28]=[C:27]([F:29])[CH:26]=[CH:25][C:23]=1[NH2:24]>CS(C)=O.C(OCC)(=O)C>[ClH:9].[CH3:1][C:2]1[C:3]([N:10]2[CH2:19][CH2:18][C:17]3[C:12](=[CH:13][CH:14]=[CH:15][CH:16]=3)[CH:11]2[CH3:20])=[N:4][C:5]([NH:24][C:23]2[CH:25]=[CH:26][C:27]([F:29])=[CH:28][C:22]=2[F:21])=[N:6][C:7]=1[CH3:8] |f:4.5|. Reported procedure: To the solution of 5,6-dimethyl-2-chloro4-(1-methyl-1,2,3,4-tetrahydroisoquinolin-2-yl)pyrimidine (0.8 g, 2.78 mmol) in dimethyl sulfoxide (1.5 ml), was added 2,4-difluoroaniline (0.5 ml, 4.9 mmol). The reaction mixture was heated to 120° C., stirred for 2 hours, and cooled to room temperature. The resulting solution was diluted with ethyl acetate, washed with water and sodium hydroxide solution, and dried over anhydrous magnesium sulfate. The organic layer was concentrated in vacuo. The resulti... The product is CC(C)(C)OC(=O)N1CCN(C#N)CC1. As a reaction SMILES: [C:1](=[O:2])([O:3][C:4]([CH3:5])([CH3:6])[CH3:7])[N:8]1[CH2:9][CH2:10][NH:11][CH2:12][CH2:13]1.[Cl:17][CH2:18][Cl:19].[N:14]#[C:15][Br:16]>>[C:1](=[O:2])([O:3][C:4]([CH3:5])([CH3:6])[CH3:7])[N:8]1[CH2:9][CH2:10][N:11]([C:15]#[N:14])[CH2:12][CH2:13]1. Reactants: CC(C)(C)OC(=O)N1CCNCC1, ClCCl, N#CBr. Reactants: [OH-].[NH4+] (ammonium hydroxide), CC1=C(OC=C1)C(=O)Cl (3-methyl-2-furoyl chloride). Yields the product CC1=C(OC=C1)C(=O)N (3-methylfuran-2-carboxamide). As a reaction SMILES: [OH-].[NH4+:2].[CH3:3][C:4]1[CH:8]=[CH:7][O:6][C:5]=1[C:9](Cl)=[O:10]>>[CH3:3][C:4]1[CH:8]=[CH:7][O:6][C:5]=1[C:9]([NH2:2])=[O:10] |f:0.1|. Reported procedure: To a stirred flask containing excess concentrated ammonium hydroxide was added gradually 50 g of 3-methyl-2-furoyl chloride. The resulting mixture was extracted with dichloromethane. The extracts were dried, then evaporated to provide solid 3-methylfuran-2-carboxamide. The reactants are Cl.ClC1=CC=C(C=C1)NN (4-chlorophenylhydrazine hydrochloride), ClC=1C=C2C(=CN(C2=CC1)CCCC1=CC=C(C=C1)F)CCNC (2-(5-chloro-1-(3-(4-fluorophenyl)propyl)-1H-indol-3-yl)-N-methylethanamine), C(C)OC(CCCNC)OCC (4,4-diethoxy-N-methylbutan-1-amine), C(=O)(C(F)(F)F)O (TFA), BrCCCC1=CC=C(C=C1)F (1-(3-bromopropyl)-4-fluorobenzene), ClC1=CC=C(C=C1)N(N)CCCC1=CC=C(C=C1)F (1-(4-chlorophenyl)-1-(3-(4-fluorophenyl)propyl)hydrazine), C=O (formaldehyde). Solvent: C(C)#N (acetonitrile), C(C)N(CC)CC (triethylamine). The product is ClC=1C=C2C3=C(N(C2=CC1)CCCC1=CC=C(C=C1)F)CN(CC3)C (6-chloro-9-(3-(4-fluorophenyl)propyl)-2,3,4,9-tetrahydro-2-methyl-1H-pyrido[3,4-b]indole). As a reaction SMILES: Cl.ClC1C=CC(NN)=CC=1.BrCCCC1C=CC(F)=CC=1.[Cl:22][C:23]1[CH:28]=[CH:27][C:26]([N:29]([CH2:31][CH2:32][CH2:33][C:34]2[CH:39]=[CH:38][C:37]([F:40])=[CH:36][CH:35]=2)N)=[CH:25][CH:24]=1.C(OC(OCC)CCCNC)C.ClC1C=C2[C:60](=CC=1)[N:59]([CH2:63][CH2:64][CH2:65][C:66]1[CH:71]=CC(F)=CC=1)C=C2CCNC.C=O.C(O)(C(F)(F)F)=O>C(#N)C.C(N(CC)CC)C>[Cl:22][C:23]1[CH:28]=[C:27]2[C:26](=[CH:25][CH:24]=1)[N:29]([CH2:31][CH2:32][CH2:33][C:34]1[CH:39]=[CH:38][C:37]([F:40])=[CH:36][CH:35]=1)[C:66]1[CH2:71][N:59]([CH3:60])[CH2:63][CH2:64][C:65]2=1 |f:0.1|. Procedure: The title compound is prepared by following General Methods 1, 3 and 4 using 4-chlorophenylhydrazine hydrochloride, 1-(3-bromopropyl)-4-fluorobenzene, and triethylamine (General Method 1), 1-(4-chlorophenyl)-1-(3-(4-fluorophenyl)propyl)hydrazine and 4,4-diethoxy-N-methylbutan-1-amine (General Method 3) and 2-(5-chloro-1-(3-(4-fluorophenyl)propyl)-1H-indol-3-yl)-N-methylethanamine, formaldehyde and TFA in acetonitrile (General Method 4). Reactants: O.O.O.O.O.O.O.O.O.O.[O-]S(=O)(=O)[O-].[Na+].[Na+] (sodium sulfate 10 hydrate), [H-].[Al+3].[Li+].[H-].[H-].[H-] (lithium aluminum hydride), solution, FC(C=1C=C(C=CC1)C=1N=C(SC1)C(=O)OCC)(F)F (ethyl 4-[3-(trifluoromethyl)phenyl]-1,3-thiazole-2-carboxylate). The solvent is O1CCCC1 (tetrahydrofuran), O1CCCC1 (tetrahydrofuran). Reaction conditions: temperature 0 celsius, time 3 hour. The product is FC(C=1C=C(C=CC1)C=1N=C(SC1)CO)(F)F ({4-[3-(trifluoromethyl)phenyl]-1,3-thiazol-2-yl}methanol). Isolated yield 24.4%. As a reaction SMILES: [H-].[Al+3].[Li+].[H-].[H-].[H-].[F:7][C:8]([F:26])([F:25])[C:9]1[CH:10]=[C:11]([C:15]2[N:16]=[C:17]([C:20](OCC)=[O:21])[S:18][CH:19]=2)[CH:12]=[CH:13][CH:14]=1.O.O.O.O.O.O.O.O.O.O.[O-]S([O-])(=O)=O.[Na+].[Na+]>O1CCCC1>[F:26][C:8]([F:7])([F:25])[C:9]1[CH:10]=[C:11]([C:15]2[N:16]=[C:17]([CH2:20][OH:21])[S:18][CH:19]=2)[CH:12]=[CH:13][CH:14]=1 |f:0.1.2.3.4.5,7.8.9.10.11.12.13.14.15.16.17.18.19|. Procedure: Under a nitrogen atmosphere at 0° C., to a solution (50 mL) of lithium aluminum hydride (710 mg, 19 mmol) in tetrahydrofuran was added dropwise a solution (40 mL) of the compound (5.6 g, 19 mmol) obtained in Example 190a in tetrahydrofuran, and the mixture was stirred at 0° C. for 3 hr. After confirmation of the termination of the reaction by TLC, sodium sulfate 10 hydrate was added to the reaction mixture, and the mixture was stirred at room temperature overnight. The resulting salt was removed... Starting materials: CC(=O)C1CCC2C3C=CC4=CC(=O)C=CC4(C)C3CCC12C, CC(=O)O, I, [Na+], [OH-], O. Product: CC(=O)C1CCC2C3CCC4=CC(=O)C=CC4(C)C3CCC12C. RXN SMILES: [CH3:1][C:2]([CH:3]1[CH2:4][CH2:5][CH:6]2[CH:7]3[CH:8]=[CH:9][C:10]4=[CH:11][C:12](=[O:22])[CH:13]=[CH:14][C:15]4([CH3:16])[CH:17]3[CH2:18][CH2:19][C:20]12[CH3:21])=[O:23].[CH3:28][C:29](=[O:30])[OH:31].[IH:24].[Na+:27].[OH-:26].[OH2:25]>>[CH3:1][C:2]([CH:3]1[CH2:4][CH2:5][CH:6]2[CH:7]3[CH2:8][CH2:9][C:10]4=[CH:11][C:12](=[O:22])[CH:13]=[CH:14][C:15]4([CH3:16])[CH:17]3[CH2:18][CH2:19][C:20]12[CH3:21])=[O:23].